This data is from the Open Reaction Database (ORD), a public repository of structured organic reaction records. The task is: describe an organic reaction: reactants, conditions, products, and yield Starting materials: NC1=C(C(=NC(=C1)C1=C(C=CC=C1)C(F)(F)F)Cl)NC(=O)C1=CC(=NO1)C(C)(C)C (3-tert-Butyl-isoxazole-5-carboxylic acid [4-amino-2-chloro-6-(2-trifluoromethyl-phenyl)-pyridin-3-yl]-amide), O (H2O). Solvent: CC(=O)O (AcOH). Reaction conditions: temperature 100 celsius. The product is C(C)(C)(C)C1=NOC(=C1)C1=NC2=C(C(=NC(=C2)C2=C(C=CC=C2)C(F)(F)F)Cl)N1 (2-(3-tert-butyl-isoxazol-5-yl)-4-chloro-6-(2-trifluoromethyl-phenyl)-3H-imidazo[4,5-c]pyridine). As a reaction SMILES: [NH2:1][C:2]1[CH:7]=[C:6]([C:8]2[CH:13]=[CH:12][CH:11]=[CH:10][C:9]=2[C:14]([F:17])([F:16])[F:15])[N:5]=[C:4]([Cl:18])[C:3]=1[NH:19][C:20]([C:22]1[O:26][N:25]=[C:24]([C:27]([CH3:30])([CH3:29])[CH3:28])[CH:23]=1)=O.O>CC(O)=O>[C:27]([C:24]1[CH:23]=[C:22]([C:20]2[NH:19][C:3]3[C:4]([Cl:18])=[N:5][C:6]([C:8]4[CH:13]=[CH:12][CH:11]=[CH:10][C:9]=4[C:14]([F:17])([F:16])[F:15])=[CH:7][C:2]=3[N:1]=2)[O:26][N:25]=1)([CH3:30])([CH3:29])[CH3:28]. Procedure: 3-tert-Butyl-isoxazole-5-carboxylic acid [4-amino-2-chloro-6-(2-trifluoromethyl-phenyl)-pyridin-3-yl]-amide (73.9 mg, 0.168 mmol, prepared as in the previous step) was dissolved in AcOH (1 mL) and the resulting solution was heated to 100° C. for 14 h. The resulting mixture was cooled to room temperature and poured into H2O (20 mL). The aqueous phase was extracted with DCM (3×10 mL) and the combined extracts were washed with sat NaHCO3 solution (20 mL). The organic layer was dried over MgSO4, fil... Starting materials: COC(=O)c1ccccc1Br, Cc1noc(-c2ccc(B3OC(C)(C)C(C)(C)O3)cc2)c1NC(=O)OC(C)c1ccccc1Cl, Cl[Pd]Cl, c1ccc(P(c2ccccc2)c2ccccc2)cc1, c1ccc(P(c2ccccc2)c2ccccc2)cc1. Product: COC(=O)c1ccccc1-c1ccc(-c2onc(C)c2NC(=O)OC(C)c2ccccc2Cl)cc1. As a reaction SMILES: [Br:35][c:36]1[c:37]([C:38](=[O:39])[O:40][CH3:41])[cH:42][cH:43][cH:44][cH:45]1.[Cl:1][c:2]1[c:3]([CH:8]([CH3:9])[O:10][C:11]([NH:12][c:13]2[c:14]([CH3:33])[n:15][o:16][c:17]2-[c:18]2[cH:19][cH:20][c:21]([B:24]3[O:25][C:26]([CH3:27])([CH3:28])[C:29]([CH3:30])([CH3:31])[O:32]3)[cH:22][cH:23]2)=[O:34])[cH:4][cH:5][cH:6][cH:7]1.[Pd:46]([Cl:47])[Cl:48].[c:49]1([P:50]([c:51]2[cH:52][cH:53][cH:54][cH:55][cH:56]2)[c:57]2[cH:58][cH:59][cH:60][cH:61][cH:62]2)[cH:63][cH:64][cH:65][cH:66][cH:67]1.[c:68]1([P:69]([c:70]2[cH:71][cH:72][cH:73][cH:74][cH:75]2)[c:76]2[cH:77][cH:78][cH:79][cH:80][cH:81]2)[cH:82][cH:83][cH:84][cH:85][cH:86]1>>[Cl:1][c:2]1[c:3]([CH:8]([CH3:9])[O:10][C:11]([NH:12][c:13]2[c:14]([CH3:33])[n:15][o:16][c:17]2-[c:18]2[cH:19][cH:20][c:21](-[c:36]3[c:37]([C:38](=[O:39])[O:40][CH3:41])[cH:42][cH:43][cH:44][cH:45]3)[cH:22][cH:23]2)=[O:34])[cH:4][cH:5][cH:6][cH:7]1.